describe an organic reaction: reactants, conditions, products, and yield From a dataset of the Open Reaction Database (ORD), a public repository of structured organic reaction records. The reactants are ClCCCSc1ccccc1, O=C(Nc1cccc(C2CCNCC2)c1)C1CC1. Yields the product O=C(Nc1cccc(C2CCN(CCCSc3ccccc3)CC2)c1)C1CC1. RXN SMILES: [Cl:1][CH2:2][CH2:3][CH2:4][S:5][c:6]1[cH:7][cH:8][cH:9][cH:10][cH:11]1.[NH:12]1[CH2:13][CH2:14][CH:15]([c:18]2[cH:19][c:20]([NH:24][C:25](=[O:26])[CH:27]3[CH2:28][CH2:29]3)[cH:21][cH:22][cH:23]2)[CH2:16][CH2:17]1>>[CH2:2]([CH2:3][CH2:4][S:5][c:6]1[cH:7][cH:8][cH:9][cH:10][cH:11]1)[N:12]1[CH2:13][CH2:14][CH:15]([c:18]2[cH:19][c:20]([NH:24][C:25](=[O:26])[CH:27]3[CH2:28][CH2:29]3)[cH:21][cH:22][cH:23]2)[CH2:16][CH2:17]1.